This data is from the Open Reaction Database (ORD), a public repository of structured organic reaction records. The task is: describe an organic reaction: reactants, conditions, products, and yield The reactants are CCO, O=C(O)c1cc([N+](=O)[O-])ccc1Cl, NCc1ccccc1. The product is O=C(O)c1cc([N+](=O)[O-])ccc1NCc1ccccc1. RXN SMILES: [CH3:22][CH2:23][OH:24].[Cl:1][c:2]1[c:3]([C:4](=[O:5])[OH:6])[cH:7][c:8]([N+:11](=[O:12])[O-:13])[cH:9][cH:10]1.[NH2:14][CH2:15][c:16]1[cH:17][cH:18][cH:19][cH:20][cH:21]1>>[c:2]1([NH:14][CH2:15][c:16]2[cH:17][cH:18][cH:19][cH:20][cH:21]2)[c:3]([C:4](=[O:5])[OH:6])[cH:7][c:8]([N+:11](=[O:12])[O-:13])[cH:9][cH:10]1. The reactants are CCN, CCC(C(=O)O)N(CC(F)(F)F)c1ccc(C#N)c(Cl)c1. Product: CCNC(=O)C(CC)N(CC(F)(F)F)c1ccc(C#N)c(Cl)c1. As a reaction SMILES: [CH3:22][CH2:23][NH2:24].[Cl:1][c:2]1[cH:3][c:4]([N:10]([CH:11]([C:12](=[O:13])[OH:14])[CH2:15][CH3:16])[CH2:17][C:18]([F:19])([F:20])[F:21])[cH:5][cH:6][c:7]1[C:8]#[N:9]>>[Cl:1][c:2]1[cH:3][c:4]([N:10]([CH:11]([C:12](=[O:14])[NH:24][CH2:23][CH3:22])[CH2:15][CH3:16])[CH2:17][C:18]([F:19])([F:20])[F:21])[cH:5][cH:6][c:7]1[C:8]#[N:9]. Starting materials: BrC1=CC=C(S1)C=O (5-bromo-2-formylthiophene), C(CC=C)B(O)O (3-butenylboronic acid). Product: C(CC=C)C1=CC=C(S1)C=O (5-(3-butenyl)-2-formylthiophene). The yield is 54.7%. RXN SMILES: Br[C:2]1[S:6][C:5]([CH:7]=[O:8])=[CH:4][CH:3]=1.[CH2:9](B(O)O)[CH2:10][CH:11]=[CH2:12]>>[CH2:12]([C:2]1[S:6][C:5]([CH:7]=[O:8])=[CH:4][CH:3]=1)[CH2:11][CH:10]=[CH2:9]. Reported procedure: The compound was synthesized as in Example 3.1 using 5-bromo-2-formylthiophene (191 mg, 1.0 mmol) in place of 5-bromo-2-formylfuran and 3-butenylboronic acid (150 mg, 1.5 mmol) in place of hexylboronic acid to give 5-(3-butenyl)-2-formylthiophene (91 mg, 55%). Used without further characterization. The reactants are kerosene, C(CCCCCCCCCCC)C1=C(C=CC=C1)S(=O)(=O)O (dodecylbenzenesulfonic acid), C(C)(=O)O (acetic acid), [OH-].[Mg+2].[OH-] (magnesium hydroxide), CCCCCCCC/C=C\CCCCCCCC(=O)OCC([C@@H]1[C@@H]([C@H](CO1)O)O)O (sorbitan mono-oleate), kerosene. Product: magnesium sulfonate, C(C)(=O)[O-].[Mg+2].C(C)(=O)[O-] (magnesium acetate). As a reaction SMILES: C(C1C=CC=CC=1S(O)(=O)=O)CCCCCCCCCCC.[C:23]([OH:26])(=[O:25])[CH3:24].[OH-].[Mg+2:28].[OH-].CCCCCCCC/C=C\CCCCCC[CH2:46][C:47]([O:49]CC(O)[C@H]1OC[C@H](O)[C@H]1O)=[O:48]>>[C:23]([O-:26])(=[O:25])[CH3:24].[Mg+2:28].[C:47]([O-:49])(=[O:48])[CH3:46] |f:2.3.4,6.7.8|. Procedure: To a 4-liter beaker are charged 1890 g kerosene, 94 g (about 0.3 equiv.) dodecylbenzenesulfonic acid and 64 g (about 1.067 mole) glacial acetic acid. The contents are stirred until homogeneous. With stirrer on, 1250 g (about 21.44 moles) magnesium hydroxide is added followed by 218 g kerosene and 154 g sorbitan mono-oleate. A magnesium sulfonate and magnesium acetate are formed in situ. The mass is stirred for three hours. The viscosity of the mass is about 5000 cps. The magnesium content is cal... Reactants: CCN(CC)P1(=NC(C)(C)C)N(C)CCCN1C, CC#N, CCOC(C)=O, O=C1Nc2cccc(Cl)c2C1=O, Clc1ccccc1CBr. The product is O=C1C(=O)N(Cc2ccccc2Cl)c2cccc(Cl)c21. As a reaction SMILES: [C:13]([N:14]=[P:15]1([N:16]([CH2:17][CH3:18])[CH2:19][CH3:20])[N:21]([CH3:22])[CH2:23][CH2:24][CH2:25][N:26]1[CH3:27])([CH3:28])([CH3:29])[CH3:30].[CH3:40][C:41]#[N:42].[CH3:43][CH2:44][O:45][C:46](=[O:47])[CH3:48].[Cl:1][c:2]1[c:3]2[c:7]([cH:8][cH:9][cH:10]1)[NH:6][C:5](=[O:11])[C:4]2=[O:12].[Cl:31][c:32]1[c:33]([CH2:34][Br:35])[cH:36][cH:37][cH:38][cH:39]1>>[Cl:1][c:2]1[c:3]2[c:7]([cH:8][cH:9][cH:10]1)[N:6]([CH2:34][c:33]1[c:32]([Cl:31])[cH:39][cH:38][cH:37][cH:36]1)[C:5](=[O:11])[C:4]2=[O:12]. Reactants: O=C(OC1CN2CCC1CC2)n1ccnc1, Oc1ccccc1-c1ccccc1. The product is O=C(Oc1ccccc1-c1ccccc1)OC1CN2CCC1CC2. Reaction SMILES: [N:1]12[CH2:2][CH:3]([O:9][C:10](=[O:11])[n:12]3[cH:13][cH:14][n:15][cH:16]3)[CH:4]([CH2:5][CH2:6]1)[CH2:7][CH2:8]2.[OH:17][c:18]1[c:19](-[c:24]2[cH:25][cH:26][cH:27][cH:28][cH:29]2)[cH:20][cH:21][cH:22][cH:23]1>>[N:1]12[CH2:2][CH:3]([O:9][C:10](=[O:11])[O:17][c:18]3[c:19](-[c:24]4[cH:25][cH:26][cH:27][cH:28][cH:29]4)[cH:20][cH:21][cH:22][cH:23]3)[CH:4]([CH2:5][CH2:6]1)[CH2:7][CH2:8]2. Reactants: CC#N, Cl, CC(C)(C)OC(=O)N1CCCC(C(O)(CCCNS(N)(=O)=O)c2cccc(Cl)c2)C1. The product is NS(=O)(=O)NCCCC(O)(c1cccc(Cl)c1)C1CCCNC1. RXN SMILES: [CH3:32][C:33]#[N:34].[ClH:31].[NH2:1][S:2](=[O:3])(=[O:4])[NH:5][CH2:6][CH2:7][CH2:8][C:9]([OH:10])([c:11]1[cH:12][c:13]([Cl:17])[cH:14][cH:15][cH:16]1)[CH:18]1[CH2:19][N:20]([C:24]([O:25][C:26]([CH3:27])([CH3:28])[CH3:29])=[O:30])[CH2:21][CH2:22][CH2:23]1>>[NH2:1][S:2](=[O:3])(=[O:4])[NH:5][CH2:6][CH2:7][CH2:8][C:9]([OH:10])([c:11]1[cH:12][c:13]([Cl:17])[cH:14][cH:15][cH:16]1)[CH:18]1[CH2:19][NH:20][CH2:21][CH2:22][CH2:23]1. Reactants: [OH-].[Li+] (lithium hydroxide), NC=1C=C(C(=O)O)C=C(C1SC1=CC=CC=C1)S(N)(=O)=O (3-amino-4-phenylthio-5-sulphamyl-benzoic acid), [OH-].[Li+] (lithium hydroxide), C(C1=CC=CC=C1)Br (Benzyl bromide), Cl (hydrochloric acid). The solvent is O (water). The product is C(C1=CC=CC=C1)NC=1C=C(C(=O)O)C=C(C1SC1=CC=CC=C1)S(N)(=O)=O (3-Benzylamino-4-phenylthio-5-sulphamyl-benzoic acid). RXN SMILES: [NH2:1][C:2]1[CH:3]=[C:4]([CH:8]=[C:9]([S:18](=[O:21])(=[O:20])[NH2:19])[C:10]=1[S:11][C:12]1[CH:17]=[CH:16][CH:15]=[CH:14][CH:13]=1)[C:5]([OH:7])=[O:6].[OH-].[Li+].[CH2:24](Br)[C:25]1[CH:30]=[CH:29][CH:28]=[CH:27][CH:26]=1.Cl>O>[CH2:24]([NH:1][C:2]1[CH:3]=[C:4]([CH:8]=[C:9]([S:18](=[O:20])(=[O:21])[NH2:19])[C:10]=1[S:11][C:12]1[CH:17]=[CH:16][CH:15]=[CH:14][CH:13]=1)[C:5]([OH:7])=[O:6])[C:25]1[CH:30]=[CH:29][CH:28]=[CH:27][CH:26]=1 |f:1.2|. Reported procedure: A suspension of 3-amino-4-phenylthio-5-sulphamyl-benzoic acid (4.05 g) in water (100 ml) was adjusted to pH 7.5 by addition of 1N lithium hydroxide. Benzyl bromide (2.2 g) was added and, under stirring, the pH was kept at 7.5 by automatic titration with lithium hydroxide. After the base comsumption had become negligible, the pH was adjusted to 2.5 by addition of dilute hydrochloric acid. The precipitated 3-benzylamino-4-phenylthio-5-sulphamyl-benzoic acid was collected and recrystallized from et... Starting materials: 70, O(C(C)C)C(C)C (2,2'-oxybispropane), 51, N(=C=S)C1CCN(CC1)C(=O)OCC (ethyl 4-isothiocyanato-1-piperidinecarboxylate), ClC1=NC=CC=C1N (2-chloro-3-pyridinamine). Run in C(C)O (ethanol). Product: 40, Cl.N1=C(SC2=NC=CC=C21)NC2CCN(CC2)C(=O)OCC (ethyl 4-(thiazolo[5,4-b]pyridin-2-ylamino)-1-piperidinecarboxylate monohydrochloride). The yield is 50.0%. RXN SMILES: [N:1]([CH:4]1[CH2:9][CH2:8][N:7]([C:10]([O:12][CH2:13][CH3:14])=[O:11])[CH2:6][CH2:5]1)=[C:2]=[S:3].[Cl:15][C:16]1[C:21]([NH2:22])=[CH:20][CH:19]=[CH:18][N:17]=1.O(C(C)C)C(C)C>C(O)C>[ClH:15].[N:22]1[C:21]2[C:16](=[N:17][CH:18]=[CH:19][CH:20]=2)[S:3][C:2]=1[NH:1][CH:4]1[CH2:9][CH2:8][N:7]([C:10]([O:12][CH2:13][CH3:14])=[O:11])[CH2:6][CH2:5]1 |f:4.5|. Reported procedure: A mixture of 51 parts of ethyl 4-isothiocyanato-1-piperidinecarboxylate, 30 parts of 2-chloro-3-pyridinamine and 240 parts of ethanol was stirred and refluxed for 24 hours. The reaction mixture was cooled to room temperature. Upon the addition of 70 parts of 2,2'-oxybispropane, the product was allowed to crystallize. It was filtered off and dried, yielding 40 parts (50%) of ethyl 4-(thiazolo[5,4-b]pyridin-2-ylamino)-1-piperidinecarboxylate monohydrochloride (65). The reactants are N1C=C(C2=CC=CC=C12)C[C@@H](COC=1C=NC=C(C1)\C=C\C1=CC=NC=C1)NC(OC(C)(C)C)=O (tert-butyl (1S)-2-(1H-indol-3-yl)-1-[({5-[(E)-2-pyridin-4-ylvinyl]pyridin-3-yl}oxy)methyl]ethylcarbamate), Cl (HCl). Run in ClCCl (dichloromethane), O1CCOCC1 (dioxane). Conditions: time 2 hour. Yields the product N1C=C(C2=CC=CC=C12)C[C@@H](COC=1C=NC=C(C1)\C=C\C1=CC=NC=C1)N ((1S)-2-(1H-indol-3-yl)-1-[({5-[(E)-2-pyridin-4-ylvinyl]pyridin-3-yl}oxy)methyl]ethylamine), hydrochloride salt. Isolated yield 99.0%. As a reaction SMILES: [NH:1]1[C:9]2[C:4](=[CH:5][CH:6]=[CH:7][CH:8]=2)[C:3]([CH2:10][C@H:11]([NH:28]C(=O)OC(C)(C)C)[CH2:12][O:13][C:14]2[CH:15]=[N:16][CH:17]=[C:18](/[CH:20]=[CH:21]/[C:22]3[CH:27]=[CH:26][N:25]=[CH:24][CH:23]=3)[CH:19]=2)=[CH:2]1.Cl>ClCCl.O1CCOCC1>[NH:1]1[C:9]2[C:4](=[CH:5][CH:6]=[CH:7][CH:8]=2)[C:3]([CH2:10][C@H:11]([NH2:28])[CH2:12][O:13][C:14]2[CH:15]=[N:16][CH:17]=[C:18](/[CH:20]=[CH:21]/[C:22]3[CH:23]=[CH:24][N:25]=[CH:26][CH:27]=3)[CH:19]=2)=[CH:2]1. Reported procedure: A solution of Example 2B (603 mg, 1.28 mmol) in dichloromethane (20 mL) at room temperature was treated with 4N HCl in dioxane (5 mL), stirred for 2 hours, and concentrated. The residue was dissolved in water (1.5 mL) and freeze-dried to provide the desired product as the hydrochloride salt (610 mg, 99%). MS (DCI/NH3) m/e 371 (M+H)+, 1HNMR (CD3OD) δ 8.76 (d, J=6.8 Hz, 2H), 8.52 (d, J=1.4 Hz, 1H), 8.38 (d, J=2.4 Hz, 1H), 8.16 (d, J=7.1 Hz, 2H), 7.86 (d, J=16.6 Hz, 1H), 7.77 (m, 1H), 7.60 (d, J=8....